This data is from the Open Reaction Database (ORD), a public repository of structured organic reaction records. The task is: describe an organic reaction: reactants, conditions, products, and yield Starting materials: Cl.C1(CCC1)N(C(C)C)[C@H]1COC2=C(C1)C(=CC=C2F)OC ((R)-3-(N-Cyclobutyl-N-isopropylamino)-8-fluoro-5-methoxy-3,4-dihydro-2H-1-benzopyran hydrochloride), B(Br)(Br)Br (BBr3), C(Cl)(Cl)Cl (CHCl3), 279. Solvent: C(Cl)Cl (CH2Cl2), C(Cl)Cl (CH2Cl2). Reaction conditions: temperature -40 celsius. Product: C1(CCC1)N(C(C)C)[C@H]1COC2=C(C1)C(=CC=C2F)O ((R)-3-(N-Cyclobutyl-N-isopropylamino)-8-fluoro-5-hydroxy-3,4-dihydro-2H-1-benzopyran). The yield is 97.9%. RXN SMILES: Cl.[CH:2]1([N:6]([C@@H:10]2[CH2:15][C:14]3[C:16]([O:21]C)=[CH:17][CH:18]=[C:19]([F:20])[C:13]=3[O:12][CH2:11]2)[CH:7]([CH3:9])[CH3:8])[CH2:5][CH2:4][CH2:3]1.B(Br)(Br)Br.C(Cl)(Cl)Cl>C(Cl)Cl>[CH:2]1([N:6]([C@@H:10]2[CH2:15][C:14]3[C:16]([OH:21])=[CH:17][CH:18]=[C:19]([F:20])[C:13]=3[O:12][CH2:11]2)[CH:7]([CH3:9])[CH3:8])[CH2:3][CH2:4][CH2:5]1 |f:0.1|. Procedure: (R)-3-(N-Cyclobutyl-N-isopropylamino)-8-fluoro-5-methoxy-3,4-dihydro-2H-1-benzopyran hydrochloride (1.76 g, 5.34 mmol) was dissolved in anhydrous CH2Cl2 (45 mL) and cooled to -40° C. To the solution was BBr3 (1.3 mL, 13.4 mmol), dissolved in anhydrous CH2Cl2 (7 mL), added dropwise. The cooling-bath was removed and after 2 h at room temperature the reaction was complete. The reaction was poured out onto an ice/2M NH3 solution and the CH2Cl2 portion was separated, the aqueous layer re-extracted, t... Starting materials: BrC1=CC(=C(C(=O)OC(C)(C)C)C=C1)C (tert-butyl 4-bromo-2-methylbenzoate), C(=CC1=CC=CC=C1)B1OC(C)(C)C(C)(C)O1 (styrylboronic acid pinacol ester), C([O-])([O-])=O.[Na+].[Na+] (sodium carbonate). The reagents and catalysts are C=1C=CC(=CC1)[P](C=2C=CC=CC2)(C=3C=CC=CC3)[Pd]([P](C=4C=CC=CC4)(C=5C=CC=CC5)C=6C=CC=CC6)([P](C=7C=CC=CC7)(C=8C=CC=CC8)C=9C=CC=CC9)[P](C=1C=CC=CC1)(C=1C=CC=CC1)C=1C=CC=CC1 (tetrakis(triphenylphosphine)palladium). Solvent: O1CCOCC1.O (dioxane water). Reaction conditions: temperature 90 celsius, time 18 hour. Yields the product CC1=C(C(=O)OC(C)(C)C)C=CC(=C1)C(=C)C1=CC=CC=C1 (tert-butyl 2-methyl-4-(1-phenylvinyl)benzoate). Yield: 87.3%. Reaction SMILES: Br[C:2]1[CH:14]=[CH:13][C:5]([C:6]([O:8][C:9]([CH3:12])([CH3:11])[CH3:10])=[O:7])=[C:4]([CH3:15])[CH:3]=1.[CH:16](B1OC(C)(C)C(C)(C)O1)=[CH:17][C:18]1[CH:23]=[CH:22][CH:21]=[CH:20][CH:19]=1.C(=O)([O-])[O-].[Na+].[Na+]>O1CCOCC1.O.C1C=CC([P]([Pd]([P](C2C=CC=CC=2)(C2C=CC=CC=2)C2C=CC=CC=2)([P](C2C=CC=CC=2)(C2C=CC=CC=2)C2C=CC=CC=2)[P](C2C=CC=CC=2)(C2C=CC=CC=2)C2C=CC=CC=2)(C2C=CC=CC=2)C2C=CC=CC=2)=CC=1>[CH3:15][C:4]1[CH:3]=[C:2]([C:17]([C:18]2[CH:23]=[CH:22][CH:21]=[CH:20][CH:19]=2)=[CH2:16])[CH:14]=[CH:13][C:5]=1[C:6]([O:8][C:9]([CH3:12])([CH3:11])[CH3:10])=[O:7] |f:2.3.4,5.6,^1:49,51,70,89|. Procedure: To a solution of tert-butyl 4-bromo-2-methylbenzoate (2 g, 7 mmol) in dioxane/water (50 mL, 4:1) was added styrylboronic acid pinacol ester (1.64 g, 7 mmol), tetrakis(triphenylphosphine)palladium (0.7 mmol, 0.904 g), sodium carbonate (21 mmol, 2.3 g). The mixture was stirred at 90° C. under nitrogen gas atmosphere for 18 hours. LC-MS showed the start material has been consumed. Then evaporated the solvent and purified by column chromatography (silica gel, petroleum ether/ethyl acetate=30:1) to g... The reactants are FC(C=1C=CC(=C(CO)C1)I)(F)F (5-Trifluoromethyl-2-iodobenzyl alcohol), P(Br)(Br)Br (phosphorous tribromide). Run in CCOCC (Et2O). Run at time 8 hour. Yields the product FC(C=1C=CC(=C(CBr)C1)I)(F)F (5-trifluoromethyl-2-iodobenzyl bromide). As a reaction SMILES: [F:1][C:2]([F:13])([F:12])[C:3]1[CH:4]=[CH:5][C:6]([I:11])=[C:7]([CH:10]=1)[CH2:8]O.P(Br)(Br)[Br:15]>CCOCC>[F:1][C:2]([F:13])([F:12])[C:3]1[CH:4]=[CH:5][C:6]([I:11])=[C:7]([CH:10]=1)[CH2:8][Br:15]. Procedure details: 5-Trifluoromethyl-2-iodobenzyl alcohol (45 g, 0.15 mol) is dissolved in anhydrous Et2O (400 mL) and treated with phosphorous tribromide (41 mL, 0.15 mol) by dropwise addition. The reaction mixture is stirred at room temperature overnight and quenched by slow addition of water (150 mL). The organic layer is separated, washed with saturated aqueous NaHCO3 (250 mL), brine (250 mL), dried (MgSO4) and concentrated by rotary evaporator to give 5-trifluoromethyl-2-iodobenzyl bromide as an oil. Reactants: ClC1=C(C=C(C=C1)C=O)NS(=O)(=O)C1=CC(=C(C=C1)OC)OC (N-(2-chloro-5-formyl-phenyl)-3,4-dimethoxy-benzenesulfonamide), C[Li] (methyl lithium), CCOCC (ether). Run in C1CCOC1 (THF). Conditions: temperature -78 celsius, time 30 minute. Product: ClC1=C(C=C(C=C1)C(C)O)NS(=O)(=O)C1=CC(=C(C=C1)OC)OC (N-[2-chloro-5-(1-hydroxy-ethyl)-phenyl]-3,4-dimethoxy-benzenesulfonamide). Yield: 100.0%. As a reaction SMILES: [Cl:1][C:2]1[CH:7]=[CH:6][C:5]([CH:8]=[O:9])=[CH:4][C:3]=1[NH:10][S:11]([C:14]1[CH:19]=[CH:18][C:17]([O:20][CH3:21])=[C:16]([O:22][CH3:23])[CH:15]=1)(=[O:13])=[O:12].C[Li].[CH3:26]COCC>C1COCC1>[Cl:1][C:2]1[CH:7]=[CH:6][C:5]([CH:8]([OH:9])[CH3:26])=[CH:4][C:3]=1[NH:10][S:11]([C:14]1[CH:19]=[CH:18][C:17]([O:20][CH3:21])=[C:16]([O:22][CH3:23])[CH:15]=1)(=[O:13])=[O:12]. Procedure: To a solution of N-(2-chloro-5-formyl-phenyl)-3,4-dimethoxy-benzenesulfonamide (1.77 g, 5 mmol) in THF (20 mL) at −78° C. was added dropwise a solution of methyl lithium in ether (1.6 M, 8.6 mL, 2.75 eq). The mixture was stirred at −78° C. for 30 min and then allowed to warm to RT. The mixture was partitioned between EA and NH4Cl solution, the aqueous phase was once more extracted with EA and the combined organic layers were dried over MgSO4 and concentrated. The residue was dried under hv to gi... Starting materials: [BH4-].[Na+] (Sodium borohydride), C(C)(=O)C=1C=CC(=NC1OC)/C(=C/[C@H]1CCC(N1CC1=C(C=C(C=C1)OC)OC)=O)/C1=CC=C(C=C1)C(C)(C)C ((5R)-5-[(E)-2-(5-acetyl-6-methoxypyridin-2-yl)-2-(4-tert-butylphenyl)ethenyl]-1-(2,4-dimethoxybenzyl)pyrrolidin-2-one), O (water). The solvent is CO (methanol). Reaction conditions: time 40 minute. Product: C(C)(C)(C)C1=CC=C(C=C1)\C(=C/[C@H]1CCC(N1CC1=C(C=C(C=C1)OC)OC)=O)\C1=NC(=C(C=C1)C(C)O)OC ((5R)-5-{(E)-2-(4-tert-butylphenyl)-2-[5-(1-hydroxyethyl)-6-methoxypyridin-2-yl]ethenyl}-1-(2,4-dimethoxybenzyl)pyrrolidin-2-one). Reaction SMILES: [BH4-].[Na+].[C:3]([C:6]1[CH:7]=[CH:8][C:9](/[C:14](/[C:33]2[CH:38]=[CH:37][C:36]([C:39]([CH3:42])([CH3:41])[CH3:40])=[CH:35][CH:34]=2)=[CH:15]/[C@@H:16]2[N:20]([CH2:21][C:22]3[CH:27]=[CH:26][C:25]([O:28][CH3:29])=[CH:24][C:23]=3[O:30][CH3:31])[C:19](=[O:32])[CH2:18][CH2:17]2)=[N:10][C:11]=1[O:12][CH3:13])(=[O:5])[CH3:4].O>CO>[C:39]([C:36]1[CH:37]=[CH:38][C:33](/[C:14](/[C:9]2[CH:8]=[CH:7][C:6]([CH:3]([OH:5])[CH3:4])=[C:11]([O:12][CH3:13])[N:10]=2)=[CH:15]\[C@@H:16]2[N:20]([CH2:21][C:22]3[CH:27]=[CH:26][C:25]([O:28][CH3:29])=[CH:24][C:23]=3[O:30][CH3:31])[C:19](=[O:32])[CH2:18][CH2:17]2)=[CH:34][CH:35]=1)([CH3:40])([CH3:41])[CH3:42] |f:0.1|. Procedure: Sodium borohydride (108 mg) was added to a solution of (5R)-5-[(E)-2-(5-acetyl-6-methoxypyridin-2-yl)-2-(4-tert-butylphenyl)ethenyl]-1-(2,4-dimethoxybenzyl)pyrrolidin-2-one obtained in Example 4-175(1) (773 mg) in methanol under ice-cooling, followed by stirring for 40 minutes. The reaction solution was poured into water and extracted with chloroform. The organic layer was dried over anhydrous magnesium sulfate. After filtration, the solvent was evaporated under reduced pressure. The residue was... Starting materials: CO, COc1cccc(C#C[Si](C)(C)C)c1, [K+], [K+], O=C([O-])[O-]. The product is C#Cc1cccc(OC)c1. As a reaction SMILES: [CH3:21][OH:22].[CH3:7][O:8][c:9]1[cH:10][c:11]([C:15]#[C:16][Si:17]([CH3:18])([CH3:19])[CH3:20])[cH:12][cH:13][cH:14]1.[K+:1].[K+:2].[O-:3][C:4]([O-:5])=[O:6]>>[CH3:7][O:8][c:9]1[cH:10][c:11]([C:15]#[CH:16])[cH:12][cH:13][cH:14]1. Reactants: ClC1=NC=C(C(=N1)C#CC1=C(C=CC=C1)CC(=O)OC)C (methyl 2-(2-((2-chloro-5-methylpyrimidin-4-yl)ethynyl)phenyl)acetate), CN1N=CC(=C1)N (1-methyl-1H-pyrazol-4-amine), C(=O)([O-])[O-].[Cs+].[Cs+] (Cs2CO3), CC1(C2=C(C(=CC=C2)P(C3=CC=CC=C3)C4=CC=CC=C4)OC5=C(C=CC=C51)P(C6=CC=CC=C6)C7=CC=CC=C7)C (Xantphos). The reagents and catalysts are C=1C=CC(=CC1)/C=C/C(=O)/C=C/C2=CC=CC=C2.C=1C=CC(=CC1)/C=C/C(=O)/C=C/C2=CC=CC=C2.C=1C=CC(=CC1)/C=C/C(=O)/C=C/C2=CC=CC=C2.[Pd].[Pd] (Pd2(dba)3). The solvent is O1CCOCC1 (1,4-dioxane). Conditions: temperature 120 celsius. The product is CC=1C(=NC(=NC1)NC=1C=NN(C1)C)C#CC1=C(C=CC=C1)CC(=O)OC (Methyl 2-(2-((5-methyl-2-((1-methyl-1H-pyrazol-4-yl)amino)pyrimidin-4-yl)ethynyl)phenyl)acetate), solid. Isolated yield 53.0%. RXN SMILES: Cl[C:2]1[N:7]=[C:6]([C:8]#[C:9][C:10]2[CH:15]=[CH:14][CH:13]=[CH:12][C:11]=2[CH2:16][C:17]([O:19][CH3:20])=[O:18])[C:5]([CH3:21])=[CH:4][N:3]=1.[CH3:22][N:23]1[CH:27]=[C:26]([NH2:28])[CH:25]=[N:24]1.C([O-])([O-])=O.[Cs+].[Cs+].CC1(C)C2C(=C(P(C3C=CC=CC=3)C3C=CC=CC=3)C=CC=2)OC2C(P(C3C=CC=CC=3)C3C=CC=CC=3)=CC=CC1=2>O1CCOCC1.C1C=CC(/C=C/C(/C=C/C2C=CC=CC=2)=O)=CC=1.C1C=CC(/C=C/C(/C=C/C2C=CC=CC=2)=O)=CC=1.C1C=CC(/C=C/C(/C=C/C2C=CC=CC=2)=O)=CC=1.[Pd].[Pd]>[CH3:21][C:5]1[C:6]([C:8]#[C:9][C:10]2[CH:15]=[CH:14][CH:13]=[CH:12][C:11]=2[CH2:16][C:17]([O:19][CH3:20])=[O:18])=[N:7][C:2]([NH:28][C:26]2[CH:25]=[N:24][N:23]([CH3:22])[CH:27]=2)=[N:3][CH:4]=1 |f:2.3.4,7.8.9.10.11|. Procedure details: To a solution of methyl 2-(2-((2-chloro-5-methylpyrimidin-4-yl)ethynyl)phenyl)acetate (K7) (0.200 g, 0.665 mmol) in 1,4-dioxane (8 mL) was added 1-methyl-1H-pyrazol-4-amine (0.065 g, 0.665 mmol), Cs2CO3 (0.867 g, 2.66 mmol), Pd2(dba)3 (0.061 g, 0.067 mmol) and Xantphos (0.115 g, 0.200 mmol). The resulting mixture was degassed with nitrogen for 5 minutes before heating under microwave irradiation for 30 minutes at 120° C. The mixture was diluted with EtOAc (100 mL), washed with water (2×25 mL), b...